From a dataset of the Open Reaction Database (ORD), a public repository of structured organic reaction records. describe an organic reaction: reactants, conditions, products, and yield Starting materials: CCCc1c(OCc2ccc(C(=O)c3cncc(C#N)c3)cc2)ccc(C(C)=O)c1O, [Li+], C1COCCO1, [OH-], O. Product: CCCc1c(OCc2ccc(C(=O)c3cncc(C(=O)O)c3)cc2)ccc(C(C)=O)c1O. As a reaction SMILES: [C:3]([CH3:4])(=[O:5])[c:6]1[c:7]([OH:33])[c:8]([CH2:30][CH2:31][CH3:32])[c:9]([O:10][CH2:11][c:12]2[cH:13][cH:14][c:15]([C:16](=[O:17])[c:18]3[cH:19][n:20][cH:21][c:22]([C:23]#[N:24])[cH:25]3)[cH:26][cH:27]2)[cH:28][cH:29]1.[Li+:1].[O:35]1[CH2:36][CH2:37][O:38][CH2:39][CH2:40]1.[OH-:2].[OH2:34]>>[O:2]=[C:23]([c:22]1[cH:21][n:20][cH:19][c:18]([C:16]([c:15]2[cH:14][cH:13][c:12]([CH2:11][O:10][c:9]3[c:8]([CH2:30][CH2:31][CH3:32])[c:7]([OH:33])[c:6]([C:3]([CH3:4])=[O:5])[cH:29][cH:28]3)[cH:27][cH:26]2)=[O:17])[cH:25]1)[OH:34]. Starting materials: N\C(=C/C#N)\C ((2Z)-3-Amino-2-butenenitrile), Cl.C1(CCC1)NN (cyclobutylhydrazine HCl). Run in C(C)O (ethanol). Run at temperature 75 celsius, time 10 minute. The product is C1(CCC1)N1N=C(C=C1N)C (1-Cyclobutyl-3-methyl-1H-pyrazol-5-amine). Reaction SMILES: N/[C:2](/[CH3:6])=[CH:3]\[C:4]#[N:5].Cl.[CH:8]1([NH:12][NH2:13])[CH2:11][CH2:10][CH2:9]1>C(O)C>[CH:8]1([N:12]2[C:4]([NH2:5])=[CH:3][C:2]([CH3:6])=[N:13]2)[CH2:11][CH2:10][CH2:9]1 |f:1.2|. Procedure: (2Z)-3-Amino-2-butenenitrile (1.339 g, 16.31 mmol) and cyclobutylhydrazine HCl (2 g, 16.31 mmol) were added to ethanol (20 mL) and heated at 75° C. for 16 h. After cooling to room temperature, the solvent was removed under reduced pressure. The crude residue was suspended in saturated NaHCO3 (30 mL) and EtOAc (50 mL), and stirred for 10 min. The phases were separated and the aq. phase extracted with EtOAc (3×50 mL). The combined EtOAc extracts were washed with brine, dried over MgSO4, filtered, ... Starting materials: IN1C(CCC1=O)=O (N-iodosuccinimide), COC1=CC=C(C=C1)/C(=C/C=1SC(=CC1)C)/[Si](C)(C)C ((Z)-(1-(4-methoxyphenyl)-2-(5-methyl-2-thienyl)-ethenyl)trimethylsilane), C1(=C(C(=CC(=C1)C)C)B(C1=C(C=C(C=C1C)C)C)F)C (dimesityl boron fluoride), C(CCC)[Li] (n-butyl lithium). Run in C(C)#N (acetonitrile), C(C)OCC (diethyl ether), O (water). Run at temperature 0 celsius, time 5 hour. Yields the product COC1=CC=C(C=C1)\C(=C\C=1SC(=CC1)C)\B(C1=C(C=C(C=C1C)C)C)C1=C(C=C(C=C1C)C)C ((E)-(1-(4-methoxyphenyl)-2-(5-methyl-2-thienyl)ethenyl)-bis(2,4,6-trimethylphenyl)borane). As a reaction SMILES: IN1C(=O)CCC1=O.[CH3:9][O:10][C:11]1[CH:16]=[CH:15][C:14](/[C:17](/[Si](C)(C)C)=[CH:18]/[C:19]2[S:20][C:21]([CH3:24])=[CH:22][CH:23]=2)=[CH:13][CH:12]=1.C([Li])CCC.[C:34]1([CH3:53])[CH:39]=[C:38]([CH3:40])[CH:37]=[C:36]([CH3:41])[C:35]=1[B:42](F)[C:43]1[C:48]([CH3:49])=[CH:47][C:46]([CH3:50])=[CH:45][C:44]=1[CH3:51]>C(OCC)C.O.C(#N)C>[CH3:9][O:10][C:11]1[CH:16]=[CH:15][C:14](/[C:17](/[B:42]([C:43]2[C:44]([CH3:51])=[CH:45][C:46]([CH3:50])=[CH:47][C:48]=2[CH3:49])[C:35]2[C:36]([CH3:41])=[CH:37][C:38]([CH3:40])=[CH:39][C:34]=2[CH3:53])=[CH:18]/[C:19]2[S:20][C:21]([CH3:24])=[CH:22][CH:23]=2)=[CH:13][CH:12]=1. Procedure: In a nitrogen atmosphere, N-iodosuccinimide (1.1 g, 5.0 mmol) was added to an acetonitrile solution of (Z)-(1-(4-methoxyphenyl)-2-(5-methyl-2-thienyl)-ethenyl)trimethylsilane (0.3 g, 1.0 mmol) at 0° C. The mixture was stirred for 5 hours while maintaining at 0° C., and then applied to an alumina column for concentration. In a nitrogen atmosphere, the residue obtained was dissolved in diethyl ether, and n-butyl lithium (0.9 mL, 1.4 mmol) was added dropwise at −78° C. The mixture was stirred for 1... Starting materials: C(#CCCCCCCCC)C1=CC2=C(SC=C2)C=C1 (5-(1-decynyl)benzo[b]thiophene), C(CCC)[Li] (n-butyllithium), CN(C=O)C (dimethylformamide). The solvent is CCOCC (ether), CCOCC (ether). Yields the product C(#CCCCCCCCC)C1=CC2=C(SC(=C2)C=O)C=C1 (5-(1-decynyl)-2-benzo[b]thiophenecarboxaldehyde). Isolated yield 52.1%. Reaction SMILES: [C:1]([C:11]1[CH:19]=[CH:18][C:14]2[S:15][CH:16]=[CH:17][C:13]=2[CH:12]=1)#[C:2][CH2:3][CH2:4][CH2:5][CH2:6][CH2:7][CH2:8][CH2:9][CH3:10].C([Li])CCC.CN(C)[CH:27]=[O:28]>CCOCC>[C:1]([C:11]1[CH:19]=[CH:18][C:14]2[S:15][C:16]([CH:27]=[O:28])=[CH:17][C:13]=2[CH:12]=1)#[C:2][CH2:3][CH2:4][CH2:5][CH2:6][CH2:7][CH2:8][CH2:9][CH3:10]. Reported procedure: To a solution of 5-(1-decynyl)benzo[b]thiophene (20.0 g) in dry ether (150 ml), under nitrogen, was added n-butyllithium (2.5M in hexanes) (32.6 ml) dropwise, with stirring at room temperature. The solution was stirred at room temperature, under nitrogen, for 2.5 hrs and then cooled to -60° C. A solution of dry dimethylformamide (5.95 g) in dry ether (15 ml) was added dropwise, and the reaction mixture was allow to warm to room temperature. The reaction mixture was quenched with ammonium chlorid... The reactants are C(C)OC(CCCCC1=CC(=C(C=C1)OCCCCCBr)CCC(=O)OCC)=O (4-(5-bromopentyloxy)-3-(3-ethoxy-3-oxopropyl)benzenepentanoic acid ethyl ester), OC1=C(C2=C(C(CCO2)=O)C=C1)CCC (2,3-dihydro-7-hydroxy-8-propyl-4H-1-benzopyran-4-one), C([O-])([O-])=O.[K+].[K+] (potassium carbonate). Solvent: CC(CC)=O (2-butanone). Yields the product C(C)OC(CCCCC1=CC(=C(C=C1)OCCCCCOC1=C(C2=C(C(CCO2)=O)C=C1)CCC)CCC(=O)OCC)=O (4-[[5-[(3,4-Dihydro-4-oxo-8-propyl-2H-1-benzopyran-7-yl)oxy]pentyl]oxy]-3-(3-ethoxy-3-oxopropyl)benzenepentanoic Acid Ethyl Ester). Yield: 90.3%. RXN SMILES: [CH2:1]([O:3][C:4](=[O:29])[CH2:5][CH2:6][CH2:7][CH2:8][C:9]1[CH:14]=[CH:13][C:12]([O:15][CH2:16][CH2:17][CH2:18][CH2:19][CH2:20]Br)=[C:11]([CH2:22][CH2:23][C:24]([O:26][CH2:27][CH3:28])=[O:25])[CH:10]=1)[CH3:2].[OH:30][C:31]1[CH:41]=[CH:40][C:34]2[C:35](=[O:39])[CH2:36][CH2:37][O:38][C:33]=2[C:32]=1[CH2:42][CH2:43][CH3:44].C(=O)([O-])[O-].[K+].[K+]>CC(=O)CC>[CH2:1]([O:3][C:4](=[O:29])[CH2:5][CH2:6][CH2:7][CH2:8][C:9]1[CH:14]=[CH:13][C:12]([O:15][CH2:16][CH2:17][CH2:18][CH2:19][CH2:20][O:30][C:31]2[CH:41]=[CH:40][C:34]3[C:35](=[O:39])[CH2:36][CH2:37][O:38][C:33]=3[C:32]=2[CH2:42][CH2:43][CH3:44])=[C:11]([CH2:22][CH2:23][C:24]([O:26][CH2:27][CH3:28])=[O:25])[CH:10]=1)[CH3:2] |f:2.3.4|. Procedure: A mixture of 1.69 g (3.58 mmol) of 4-(5-bromopentyloxy)-3-(3-ethoxy-3-oxopropyl)benzenepentanoic acid ethyl ester from the preceding example, 0.738 g (3.58 mmol) of 2,3-dihydro-7-hydroxy-8-propyl-4H-1-benzopyran-4-one, 2.07 g (14.98 mmol) of anhydrous potassium carbonate, and 37.5 mL of 2-butanone was stirred and refluxed for 18.5 hr. After being cooled to room temperature, the mixture was filtered through anhydrous magnesium sulfate and the solids were washed thoroughly with ethyl acetate. The ... The reactants are FC1=C(OCC(=O)OC(C)(C)C)C=CC(=C1)C1=NOC(=N1)C1=CC(=C(C=C1)N1C(CCCC1)C)COC (Tert-butyl (2-fluoro-4-{5-[3-(methoxymethyl)-4-(2-methylpiperidin-1-yl)phenyl]-1,2,4-oxadiazol-3-yl}phenoxy)acetate), Cl (HCl). Solvent: solution, O1CCOCC1 (dioxane). Conditions: time 15 hour. Yields the product Cl.FC1=C(OCC(=O)O)C=CC(=C1)C1=NOC(=N1)C1=CC(=C(C=C1)N1C(CCCC1)C)COC ((2-fluoro-4-{5-[3-(methoxymethyl)-4-(2-methylpiperidin-1-yl)phenyl]-1,2,4-oxadiazol-3-yl}phenoxy)acetic acid, hydrochloride salt), powder. The yield is 88.0%. RXN SMILES: [F:1][C:2]1[CH:16]=[C:15]([C:17]2[N:21]=[C:20]([C:22]3[CH:27]=[CH:26][C:25]([N:28]4[CH2:33][CH2:32][CH2:31][CH2:30][CH:29]4[CH3:34])=[C:24]([CH2:35][O:36][CH3:37])[CH:23]=3)[O:19][N:18]=2)[CH:14]=[CH:13][C:3]=1[O:4][CH2:5][C:6]([O:8]C(C)(C)C)=[O:7].[ClH:38]>O1CCOCC1>[ClH:38].[F:1][C:2]1[CH:16]=[C:15]([C:17]2[N:21]=[C:20]([C:22]3[CH:27]=[CH:26][C:25]([N:28]4[CH2:33][CH2:32][CH2:31][CH2:30][CH:29]4[CH3:34])=[C:24]([CH2:35][O:36][CH3:37])[CH:23]=3)[O:19][N:18]=2)[CH:14]=[CH:13][C:3]=1[O:4][CH2:5][C:6]([OH:8])=[O:7] |f:3.4|. Procedure: Tert-butyl (2-fluoro-4-{5-[3-(methoxymethyl)-4-(2-methylpiperidin-1-yl)phenyl]-1,2,4-oxadiazol-3-yl}phenoxy)acetate (340 mg, 0.66 mmol) was dissolved in a 4M solution of HCl in dioxane (4 mL). The resulting mixture was stirred at RT for 15 hours. The precipitate was filtered off, washed with Et2O (3×) and pentane (3×), then dried under reduced pressure to give the title compound an as white powder (287 mg, 88%). 1HNMR (DMSO-d6, 300 MHz): 8.18 (brs, 1H), 8.07 (brs, 1H), 7.86 (m, 2H), 7.40 (brs, 1...